From a dataset of the Open Reaction Database (ORD), a public repository of structured organic reaction records. describe an organic reaction: reactants, conditions, products, and yield The reactants are [BH4-], CC1(C)CN=C(c2ccccc2)c2ccccc21, CO, [Cl-], [NH4+], [Na+]. Product: CC1(C)CNC(c2ccccc2)c2ccccc21. As a reaction SMILES: [BH4-:19].[CH3:1][C:2]1([CH3:18])[CH2:3][N:4]=[C:5]([c:12]2[cH:13][cH:14][cH:15][cH:16][cH:17]2)[c:6]2[cH:7][cH:8][cH:9][cH:10][c:11]21.[CH3:23][OH:24].[Cl-:21].[NH4+:22].[Na+:20]>>[CH3:1][C:2]1([CH3:18])[CH2:3][NH:4][CH:5]([c:12]2[cH:13][cH:14][cH:15][cH:16][cH:17]2)[c:6]2[cH:7][cH:8][cH:9][cH:10][c:11]21.